From a dataset of the Open Reaction Database (ORD), a public repository of structured organic reaction records. describe an organic reaction: reactants, conditions, products, and yield Reactants: [OH-].[Na+] (sodium hydroxide), CI (methyl iodide), C(CCCCC)N (hexylamine), C(=S)=S (Carbon disulfide). Run in O (water), O (Water). Reaction conditions: time 2 hour. Yields the product C(CCCCC)NC(SC)=S (methyl N-hexyldithiocarbamate). The yield is 89.3%. As a reaction SMILES: [CH2:1]([NH2:7])[CH2:2][CH2:3][CH2:4][CH2:5][CH3:6].[OH-].[Na+].[C:10](=[S:12])=[S:11].[CH3:13]I>O>[CH2:1]([NH:7][C:10](=[S:12])[S:11][CH3:13])[CH2:2][CH2:3][CH2:4][CH2:5][CH3:6] |f:1.2|. Reported procedure: Water (500 ml.) was added to hexylamine (490.0 g.) and a solution of sodium hydroxide (193.6 g.) in water (700 ml.) was added thereto under ice-cooling and stirring. Carbon disulfide (367.8 g.) was added dropwise thereto over 2 hours at 2° to 10° C. and then methyl iodide (687.3 g.) was added dropwise thereto over 1 hour at 0° to 5° C. The resulting mixture was stirred for 30 minutes at the same temperature and for 2 hours at ambient temperature. The reaction mixture was extracted with diethyl e... Reactants: COc1ccc(C=CC(=O)O)c(OC)c1-c1ccccc1, COc1ccc(CCC(=O)O)c(OC)c1Cl. Yields the product COc1ccc(CCC(=O)O)c(OC)c1-c1ccccc1. RXN SMILES: [CH3:1][O:2][c:3]1[c:4]([CH:17]=[CH:18][C:19](=[O:20])[OH:21])[cH:5][cH:6][c:7]([O:15][CH3:16])[c:8]1-[c:9]1[cH:10][cH:11][cH:12][cH:13][cH:14]1.[Cl:22][c:23]1[c:24]([O:25][CH3:26])[c:27]([CH2:28][CH2:29][C:30]([OH:31])=[O:32])[cH:33][cH:34][c:35]1[O:36][CH3:37]>>[CH3:1][O:2][c:3]1[c:4]([CH2:17][CH2:18][C:19](=[O:20])[OH:21])[cH:5][cH:6][c:7]([O:15][CH3:16])[c:8]1-[c:9]1[cH:10][cH:11][cH:12][cH:13][cH:14]1. Starting materials: [OH-].[Na+] (sodium hydroxide), COCCO (2-methoxyethanol), CC1=C(C=CC(=C1)C(C)(C)C)/C(=C/C1=CC=C(C(=O)OCC)C=C1)/C (ethyl 4-[(E)-2-(2-methyl-4-tert-butylphenyl)propen-1-yl]benzoate), CC1=C(C=CC(=C1)C(C)(C)C)/C(=C/C1=CC=C(C(=O)OCC)C=C1)/C (ethyl 4-[(E)-2-(2-methyl-4-tert-butylphenyl)propen-1-yl]benzoate). The solvent is CCOCC (ether). Run at time 5 hour. Product: CC1=C(C=CC(=C1)C(C)(C)C)/C(=C/C1=CC=C(C(=O)O)C=C1)/C (4-[(E)-2-(2-methyl-4-tert-butylphenyl)propen-1-yl]benzoic acid). As a reaction SMILES: [OH-].[Na+].COCCO.[CH3:8][C:9]1[CH:14]=[C:13]([C:15]([CH3:18])([CH3:17])[CH3:16])[CH:12]=[CH:11][C:10]=1/[C:19](/[CH3:32])=[CH:20]/[C:21]1[CH:31]=[CH:30][C:24]([C:25]([O:27]CC)=[O:26])=[CH:23][CH:22]=1>CCOCC>[CH3:8][C:9]1[CH:14]=[C:13]([C:15]([CH3:18])([CH3:16])[CH3:17])[CH:12]=[CH:11][C:10]=1/[C:19](/[CH3:32])=[CH:20]/[C:21]1[CH:22]=[CH:23][C:24]([C:25]([OH:27])=[O:26])=[CH:30][CH:31]=1 |f:0.1|. Reported procedure: A solution of sodium hydroxide, 2-methoxyethanol and ether was added to 70 mg (0.21 mmol) of ethyl 4-[(E)-2-(2-methyl-4-tert-butylphenyl)propen-1-yl]benzoate (Compound 28) and the resulting mixture stirred at room temperature for 5 hours. Solvent was removed in-vacuo and the resulting solid taken-up in water, acidified using 1N HCl, and extracted with ether. The ether extracts were washed with water, brine and dried (MgSO4). The solvent was removed in-vacuo to give the title compound as a yellow...